From a dataset of the Open Reaction Database (ORD), a public repository of structured organic reaction records. describe an organic reaction: reactants, conditions, products, and yield Starting materials: C(C(=O)C)(=O)[O-] (pyruvate), C=1N=C(C2=C(N1)N(C=N2)[C@H]3[C@@H]([C@@H]([C@H](O3)COP(=O)(O)OP(=O)(O)OC[C@@H]4[C@H]([C@H]([C@@H](O4)N5C=CCC(=C5)C(=O)N)O)O)O)O)N (NADH). Yields the product C(C(O)C)(=O)[O-] (lactate), C=1N=C(C2=C(N1)N(C=N2)[C@H]3[C@@H]([C@@H]([C@H](O3)COP(=O)(O)OP(=O)(O)OC[C@@H]4[C@H]([C@H]([C@@H](O4)N5C=CCC(=C5)C(=O)N)O)O)O)O)N (NAD). RXN SMILES: [C:1]([O-:6])(=[O:5])[C:2]([CH3:4])=[O:3].[CH:7]1[N:8]=[C:9]([NH2:50])[C:10]2[N:15]=[CH:14][N:13]([C@@H:16]3[O:20][C@H:19]([CH2:21][O:22][P:23]([O:26][P:27]([O:30][CH2:31][C@H:32]4[O:36][C@@H:35]([N:37]5[CH:42]=[C:41]([C:43]([NH2:45])=[O:44])[CH2:40][CH:39]=[CH:38]5)[C@H:34]([OH:46])[C@@H:33]4[OH:47])([OH:29])=[O:28])([OH:25])=[O:24])[C@@H:18]([OH:48])[C@H:17]3[OH:49])[C:11]=2[N:12]=1>>[C:1]([O-:6])(=[O:5])[CH:2]([CH3:4])[OH:3].[CH:7]1[N:8]=[C:9]([NH2:50])[C:10]2[N:15]=[CH:14][N:13]([C@@H:16]3[O:20][C@H:19]([CH2:21][O:22][P:23]([O:26][P:27]([O:30][CH2:31][C@H:32]4[O:36][C@@H:35]([N:37]5[CH:42]=[C:41]([C:43]([NH2:45])=[O:44])[CH2:40][CH:39]=[CH:38]5)[C@H:34]([OH:46])[C@@H:33]4[OH:47])([OH:29])=[O:28])([OH:25])=[O:24])[C@@H:18]([OH:48])[C@H:17]3[OH:49])[C:11]=2[N:12]=1. Procedure: the pyruvate is reacted with the NADH in the presence of the LDH to give lactate and NAD; and